Dataset: the Open Reaction Database (ORD), a public repository of structured organic reaction records. Task: describe an organic reaction: reactants, conditions, products, and yield Reactants: OC1=CC(=C(C=C1)CC(=O)OC)OCC(F)(F)F (methyl 4-hydroxy-2-(2,2,2-trifluoroethoxy)phenylacetate), C(Br)C1CO1 (epibromohydrin), C(=O)([O-])[O-].[Cs+].[Cs+] (Cs2CO3), CCOC(=O)C (EtOAc). Run in CN(C)C=O (DMF). Conditions: time 3 hour. Yields the product C(C1CO1)OC1=CC(=C(C=C1)CC(=O)OC)OCC(F)(F)F (methyl 4-(glycidyloxy)-2-(2,2,2-trifluoroethoxy)-phenylacetate). As a reaction SMILES: [OH:1][C:2]1[CH:7]=[CH:6][C:5]([CH2:8][C:9]([O:11][CH3:12])=[O:10])=[C:4]([O:13][CH2:14][C:15]([F:18])([F:17])[F:16])[CH:3]=1.[CH2:19]([CH:21]1[O:23][CH2:22]1)Br.C([O-])([O-])=O.[Cs+].[Cs+].CCOC(C)=O>CN(C=O)C>[CH2:19]([O:1][C:2]1[CH:7]=[CH:6][C:5]([CH2:8][C:9]([O:11][CH3:12])=[O:10])=[C:4]([O:13][CH2:14][C:15]([F:16])([F:17])[F:18])[CH:3]=1)[CH:21]1[O:23][CH2:22]1 |f:2.3.4|. Procedure: To a stirred solution of methyl 4-hydroxy-2-(2,2,2-trifluoroethoxy)phenylacetate (0.60 g, 2.4 mmol) from Step 4 of Example 32 in DMF (7 mL) was added epibromohydrin (0.50 g, 3.6 mmol) and Cs2CO3 (1.55 g, 4.8 mmol). The mixture was stirred at ambient temperature for 3 h. EtOAc was added (15 mL) and the solid was removed by filtration. The filtrate solvents were removed under reduced pressure and the residue was partitioned between EtOAc (50 mL) and saturated aqueous NaHCO3 (50 mL). The organic ph... The reactants are CCc1ccccc1O, CCOC(=O)N=NC(=O)OCC, C1CCOC1, CC(CO)N1C(=O)c2ccccc2C1=O, c1ccc(P(c2ccccc2)c2ccccc2)cc1. Product: CCc1ccccc1OCC(C)N1C(=O)c2ccccc2C1=O. Reaction SMILES: [CH2:35]([CH3:36])[c:37]1[c:38]([OH:43])[cH:39][cH:40][cH:41][cH:42]1.[O:44]=[C:45]([O:46][CH2:47][CH3:48])[N:49]=[N:50][C:51]([O:52][CH2:53][CH3:54])=[O:55].[O:56]1[CH2:57][CH2:58][CH2:59][CH2:60]1.[OH:1][CH2:2][CH:3]([CH3:4])[N:5]1[C:6](=[O:15])[c:7]2[cH:8][cH:9][cH:10][cH:11][c:12]2[C:13]1=[O:14].[c:16]1([P:17]([c:18]2[cH:19][cH:20][cH:21][cH:22][cH:23]2)[c:24]2[cH:25][cH:26][cH:27][cH:28][cH:29]2)[cH:30][cH:31][cH:32][cH:33][cH:34]1>>[O:1]([CH2:2][CH:3]([CH3:4])[N:5]1[C:6](=[O:15])[c:7]2[cH:8][cH:9][cH:10][cH:11][c:12]2[C:13]1=[O:14])[c:38]1[c:37]([CH2:35][CH3:36])[cH:42][cH:41][cH:40][cH:39]1. Reactants: COC1=CC=C(C=C1)C1=CC=CC=C1 (4-methoxybiphenyl), C(CCC)[Li] (butyllithium), C(C1=CC=CC=C1)N1CCNCC1 (1-benzylpiperazine). Reported procedure: 1.6 ml (0.05 mol) of butyllithium solution in n-hexane is added dropwise to a solution of 8.81 g (0.05 mol) of 1-benzylpiperazine in 50 ml of anhydrous THF under argon at 0° C. and stirred for one hour. Then 9.21 g (0.05 mol) of 4-methoxybiphenyl are added and the reaction mixture is refluxed for 12 hours. The solvent is then evaporated off, the residue is combined with 150 ml of 2 N hydrochloric acid followed by diethyl ether and the precipitate formed is filtered off. The precipitate is washed... The product is C(C1=CC=CC=C1)N1CCN(CC1)C1=CC=C(C=C1)C1=CC=CC=C1 (1-Benzyl-4-biphenyl-4-yl-piperazine). As a reaction SMILES: C([Li])CCC.[CH2:6]([N:13]1[CH2:18][CH2:17][NH:16][CH2:15][CH2:14]1)[C:7]1[CH:12]=[CH:11][CH:10]=[CH:9][CH:8]=1.CO[C:21]1[CH:26]=[CH:25][C:24]([C:27]2[CH:32]=[CH:31][CH:30]=[CH:29][CH:28]=2)=[CH:23][CH:22]=1>CCCCCC.C1COCC1>[CH2:6]([N:13]1[CH2:18][CH2:17][N:16]([C:30]2[CH:31]=[CH:32][C:27]([C:24]3[CH:25]=[CH:26][CH:21]=[CH:22][CH:23]=3)=[CH:28][CH:29]=2)[CH2:15][CH2:14]1)[C:7]1[CH:8]=[CH:9][CH:10]=[CH:11][CH:12]=1. Run at time 1 hour. Run in CCCCCC (n-hexane), C1CCOC1 (THF). The reactants are COC(N[C@@H](C(C)C)C(=O)N1[C@@H](CCC1)C1=NC2=C(N1)C=CC(=C2)C2=NC=C(C(=N2)OCC2=CC=CC=C2)C2=CC1=C(NC(=N1)[C@H]1N(CCC1)C([C@H](C(C)C)NC(=O)OC)=O)C=C2)=O (((S)-1-{(S)-2-[5-(4-Benzyloxy-5-{2-[(S)-1-((S)-2-methoxycarbonylamino-3-methyl-butyryl)-pyrrolidin-2-yl]-1H-benzoimidazol-5-yl}-pyrimidin-2-yl)-1H-benzoimidazol-2-yl]-pyrrolidine-1-carbonyl}-2-methyl-propyl)-carbamic acid methyl ester). The reagents and catalysts are [Pd] (Pd—C). Run in CO (methanol). Run at time 30 minute. Yields the product COC(N[C@@H](C(C)C)C(=O)N1[C@@H](CCC1)C1=NC2=C(N1)C=CC(=C2)C2=NC=C(C(=N2)O)C2=CC1=C(NC(=N1)[C@H]1N(CCC1)C([C@H](C(C)C)NC(=O)OC)=O)C=C2)=O (((S)-1-{(S)-2-[5-(4-Hydroxy-5-{2-[(S)-1-((S)-2-methoxycarbonylamino-3-methyl-butyryl)-pyrrolidin-2-yl]-1H-benzoimidazol-5-yl}-pyrimidin-2-yl)-1H-benzoimidazol-2-yl]-pyrrolidine-1-carbonyl}-2-methyl-propyl)-carbamic acid methyl ester). Isolated yield 59.5%. As a reaction SMILES: [CH3:1][O:2][C:3](=[O:64])[NH:4][C@H:5]([C:9]([N:11]1[CH2:15][CH2:14][CH2:13][C@H:12]1[C:16]1[NH:20][C:19]2[CH:21]=[CH:22][C:23]([C:25]3[N:30]=[C:29]([O:31]CC4C=CC=CC=4)[C:28]([C:39]4[CH:63]=[CH:62][C:42]5[NH:43][C:44]([C@@H:46]6[CH2:50][CH2:49][CH2:48][N:47]6[C:51](=[O:61])[C@@H:52]([NH:56][C:57]([O:59][CH3:60])=[O:58])[CH:53]([CH3:55])[CH3:54])=[N:45][C:41]=5[CH:40]=4)=[CH:27][N:26]=3)=[CH:24][C:18]=2[N:17]=1)=[O:10])[CH:6]([CH3:8])[CH3:7]>CO.[Pd]>[CH3:1][O:2][C:3](=[O:64])[NH:4][C@H:5]([C:9]([N:11]1[CH2:15][CH2:14][CH2:13][C@H:12]1[C:16]1[NH:20][C:19]2[CH:21]=[CH:22][C:23]([C:25]3[N:30]=[C:29]([OH:31])[C:28]([C:39]4[CH:63]=[CH:62][C:42]5[NH:43][C:44]([C@@H:46]6[CH2:50][CH2:49][CH2:48][N:47]6[C:51](=[O:61])[C@@H:52]([NH:56][C:57]([O:59][CH3:60])=[O:58])[CH:53]([CH3:55])[CH3:54])=[N:45][C:41]=5[CH:40]=4)=[CH:27][N:26]=3)=[CH:24][C:18]=2[N:17]=1)=[O:10])[CH:6]([CH3:7])[CH3:8]. Reported procedure: To a solution of compound from example 19 (15 mg) in 3 mL of methanol is added Pd—C 10% (5 mg). The reaction is stirred for 30 minutes under hydrogen atmosphere. The reaction mixture is filtered, concentrated to dryness and the residue is purified by reverse phase HPLC to give title compound as a white solid (8 mg). Reactants: OCC1CN(Cc2ccccc2)CC1CO, Cc1ccccc1, [Na+], [OH-], O, Cc1ccc(S(=O)(=O)O)cc1. Yields the product c1ccc(CN2CC3COCC3C2)cc1. As a reaction SMILES: [CH2:1]([c:2]1[cH:3][cH:4][cH:5][cH:6][cH:7]1)[N:8]1[CH2:9][CH:10]([CH2:15][OH:16])[CH:11]([CH2:13][OH:14])[CH2:12]1.[CH3:31][c:32]1[cH:33][cH:34][cH:35][cH:36][cH:37]1.[Na+:30].[OH-:29].[OH2:17].[c:18]1([CH3:19])[cH:20][cH:21][c:22]([S:23]([OH:24])(=[O:25])=[O:26])[cH:27][cH:28]1>>[CH2:1]([c:2]1[cH:3][cH:4][cH:5][cH:6][cH:7]1)[N:8]1[CH2:9][CH:10]2[CH:11]([CH2:12]1)[CH2:13][O:16][CH2:15]2. The reactants are C1(=CC=CC=C1)O (phenol), C(=O)([O-])[O-].[K+].[K+] (K2CO3), ClC1=C(C=NC=C1)[N+](=O)[O-] (4-chloro-3-nitropyridine), O (water). The solvent is CN(C)C=O (DMF), CN(C)C=O (DMF). Run at time 15 minute. Yields the product [N+](=O)([O-])C=1C=NC=CC1OC1=CC=CC=C1 (3-Nitro-4-phenoxypyridine). As a reaction SMILES: [C:1]1([OH:7])[CH:6]=[CH:5][CH:4]=[CH:3][CH:2]=1.C([O-])([O-])=O.[K+].[K+].Cl[C:15]1[CH:20]=[CH:19][N:18]=[CH:17][C:16]=1[N+:21]([O-:23])=[O:22].O>CN(C=O)C>[N+:21]([C:16]1[CH:17]=[N:18][CH:19]=[CH:20][C:15]=1[O:7][C:1]1[CH:6]=[CH:5][CH:4]=[CH:3][CH:2]=1)([O-:23])=[O:22] |f:1.2.3|. Procedure details: To phenol (6.5 g) in 20 ml DMF at room temperature was added K2CO3 (20 g) and this mixture stirred for 15 minutes at room temperature. Then 4-chloro-3-nitropyridine (10.0 g) in 60 ml DMF was added dropwise and the mixture stirred for two hours at ambient temperature. The mixture was poured into water and extracted with ethyl acetate. The organic layer was washed with water and dried (sat. NaCl, anhy. MgSO4). Reactants: S1C(=CC=C1)C=O (2-thiophenecarboxaldehyde), [Br-].C(=O)(O)CCCCCCCCC[P+](C1=CC=CC=C1)(C1=CC=CC=C1)C1=CC=CC=C1 (9-carboxynonyltriphenylphosphonium bromide). Run in C1CCOC1 (THF). Product: S1C(=CC=C1)C=CCCCCCCCCC(=O)O (11-(2-Thienyl)-10-undecenoic acid). The yield is 46.0%. As a reaction SMILES: [S:1]1[CH:5]=[CH:4][CH:3]=[C:2]1[CH:6]=O.[Br-].[C:9]([CH2:12][CH2:13][CH2:14][CH2:15][CH2:16][CH2:17][CH2:18][CH2:19][CH2:20][P+](C1C=CC=CC=1)(C1C=CC=CC=1)C1C=CC=CC=1)([OH:11])=[O:10]>C1COCC1>[S:1]1[CH:5]=[CH:4][CH:3]=[C:2]1[CH:6]=[CH:20][CH2:19][CH2:18][CH2:17][CH2:16][CH2:15][CH2:14][CH2:13][CH2:12][C:9]([OH:11])=[O:10] |f:1.2|. Procedure details: This compound was synthesized from 2-thiophenecarboxaldehyde (2.24 g, 20 mmol) and 9-carboxynonyltriphenylphosphonium bromide (10.27 g, 20 mmol) in THF (100 mL) by a Wittig reaction. Crystallization (hexanes-ethyl acetate) afforded the product (2.45 g, 46%) as white crystals (mp 61-62° C.); IR: 3450-2500, 1715 cm-1 ; 1H-NMR: 1.31 (m, 8H), 1.45 (m, 2H), 1.65 (m, 2H), 2.34 (t, 2H), 2.38 (t, 2H), 5.55 (m, 1H), 6.50 (d, 1H), 6.95 (m, 2H), 7.23 (d, 2H), 10.05 (bs, 1H). Anal. Calcd. for C15H22O2S: C, ...